This data is from the Open Reaction Database (ORD), a public repository of structured organic reaction records. The task is: describe an organic reaction: reactants, conditions, products, and yield Reactants: NC=1OC(=CN1)C(C1=CC=CC=C1)=O (2-Amino-5-benzoyloxazole), ClC1=CC=C(C=C1)CCCN (p-chlorophenylpropylamine). The solvent is C(C)(C)(C)O (t-butanol), O (water). Yields the product ClC1=CC=C(C=C1)CCCNC1=NC=C(C(=N1)C1=CC=CC=C1)O (2-(p-Chlorophenylpropylamino)-4-phenyl-5-hydroxypyrimidine). Yield: 0.0%. As a reaction SMILES: [NH2:1][C:2]1[O:3][C:4]([C:7](=O)[C:8]2[CH:13]=[CH:12][CH:11]=[CH:10][CH:9]=2)=[CH:5][N:6]=1.[Cl:15][C:16]1[CH:21]=[CH:20][C:19]([CH2:22][CH2:23][CH2:24][NH2:25])=[CH:18][CH:17]=1>O.C(O)(C)(C)C>[Cl:15][C:16]1[CH:17]=[CH:18][C:19]([CH2:22][CH2:23][CH2:24][NH:25][C:2]2[N:1]=[C:7]([C:8]3[CH:13]=[CH:12][CH:11]=[CH:10][CH:9]=3)[C:4]([OH:3])=[CH:5][N:6]=2)=[CH:20][CH:21]=1. Procedure: 2-Amino-5-benzoyloxazole (3.0 g, 16 mmol) was combined with p-chlorophenylpropylamine (2.7 g, 16 mmol) in 15 ml of water and t-butanol (2:1) and heated under reflux in nitrogen for 16 hours. The solvents were removed in a vacuum, and the residue was treated with hot acetonitrile and filtered. After concentration in vacuum, the filtrate was chromatographed on silica gel using hexane and ethyl acetate (1:1) as eluent to give 0.24 mg (4.4%) of the title compound as an oil. NMR (CDCl3): 1.8-2.0 (m, ... Starting materials: CN(C)C=O, CC(C(=O)c1ccc(O)cc1)N1C(=O)c2ccccc2C1=O. The product is CC(C(O)c1ccc(O)cc1)N1C(=O)c2ccccc2C1=O. Reaction SMILES: [CH3:23][N:24]([CH3:25])[CH:26]=[O:27].[OH:1][c:2]1[cH:3][cH:4][c:5]([C:8]([CH:9]([CH3:10])[N:11]2[C:12](=[O:21])[c:13]3[cH:14][cH:15][cH:16][cH:17][c:18]3[C:19]2=[O:20])=[O:22])[cH:6][cH:7]1>>[OH:1][c:2]1[cH:3][cH:4][c:5]([CH:8]([CH:9]([CH3:10])[N:11]2[C:12](=[O:21])[c:13]3[cH:14][cH:15][cH:16][cH:17][c:18]3[C:19]2=[O:20])[OH:22])[cH:6][cH:7]1. Starting materials: C(C)(C)(C)C1=C(C(=C(N1CCC1=CC=CC=C1)C)C(=O)OCC)C=O (ethyl 5-tert-butyl-4-formyl-2-methyl-1-(2-phenylethyl)-1H-pyrrole-3-carboxylate), C(C)[SiH](CC)CC (triethylsilane). Run in FC(C(=O)O)(F)F (trifluoroacetic acid). Conditions: time 2 hour. The product is C(C)(C)(C)C1=C(C(=C(N1CCC1=CC=CC=C1)C)C(=O)OCC)C (ethyl 5-tert-butyl-2,4-dimethyl-1-(2-phenylethyl)-1H-pyrrole-3-carboxylate). RXN SMILES: [C:1]([C:5]1[N:9]([CH2:10][CH2:11][C:12]2[CH:17]=[CH:16][CH:15]=[CH:14][CH:13]=2)[C:8]([CH3:18])=[C:7]([C:19]([O:21][CH2:22][CH3:23])=[O:20])[C:6]=1[CH:24]=O)([CH3:4])([CH3:3])[CH3:2].C([SiH](CC)CC)C>FC(F)(F)C(O)=O>[C:1]([C:5]1[N:9]([CH2:10][CH2:11][C:12]2[CH:17]=[CH:16][CH:15]=[CH:14][CH:13]=2)[C:8]([CH3:18])=[C:7]([C:19]([O:21][CH2:22][CH3:23])=[O:20])[C:6]=1[CH3:24])([CH3:4])([CH3:3])[CH3:2]. Reported procedure: A 700 mg portion of ethyl 5-tert-butyl-4-formyl-2-methyl-1-(2-phenylethyl)-1H-pyrrole-3-carboxylate was dissolved in 21 ml of trifluoroacetic acid, mixed with 3.3 ml of triethylsilane at 0° C. and stirred for 2 hours while rising the temperature from 0° C. to room temperature. The solvent was evaporated under a reduced pressure, azeotropy with toluene was carried out, and then the residue was purified by silica gel column chromatography (ethyl acetate:hexane=1:50-1:40-1:30) to obtain 652 mg of e... Reactants: CC(=O)C1=CC(=C(C=C1)F)Br (3-bromo-4-fluoroacetophenone), O (water), C(CCC)[Li] (n-butyllithium), BrC1=CC(=C(C=C1)OC)Cl (4-bromo-2-chloro-1-methoxy-benzene). Run in O1CCCC1 (tetrahydrofuran), O1CCCC1 (tetrahydrofuran). Reaction conditions: time 2 hour. The product is BrC1=CC(=CC=C1F)C(=C)C1=CC(=C(C=C1)OC)Cl (1-Bromo-3-[1-(4-methoxy-3-chlorophenyl)-vinyl]-6-fluorobenzene). Yield: 34.7%. RXN SMILES: C([Li])CCC.Br[C:7]1[CH:12]=[CH:11][C:10]([O:13][CH3:14])=[C:9]([Cl:15])[CH:8]=1.[CH3:16][C:17]([C:19]1[CH:24]=[CH:23][C:22]([F:25])=[C:21]([Br:26])[CH:20]=1)=O.O>O1CCCC1>[Br:26][C:21]1[C:22]([F:25])=[CH:23][CH:24]=[C:19]([C:17]([C:7]2[CH:12]=[CH:11][C:10]([O:13][CH3:14])=[C:9]([Cl:15])[CH:8]=2)=[CH2:16])[CH:20]=1. Procedure: A solution of n-butyllithium (1.6 M solution in hexane, 20 mL, 1.1 eq) was added dropwise to a solution of 4-bromo-2-chloro-1-methoxy-benzene (6 g, 27 mmol, 1 eq) in tetrahydrofuran (25 mL) at −78° C. After stirring 30 min 3-bromo-4-fluoroacetophenone (5.8 g, 27 mmol, 1 eq) in tetrahydrofuran (25 mL) was added dropwise. The mixture was allowed to warm up to room temperature and stirred for 2 h, then treated with water (10 mL), extracted with ethyl acetate, dried (sodium sulfate) and concentrated... Starting materials: C[O-], CCO, [Na+], Cc1ccc(S(=O)(=O)OCC(O)CSc2ccccc2)cc1. Yields the product c1ccc(SCC2CO2)cc1. RXN SMILES: [CH3:23][O-:24].[CH3:26][CH2:27][OH:28].[Na+:25].[c:1]1([S:7][CH2:8][CH:9]([CH2:10][O:11][S:12]([c:13]2[cH:14][cH:15][c:16]([CH3:17])[cH:18][cH:19]2)(=[O:20])=[O:21])[OH:22])[cH:2][cH:3][cH:4][cH:5][cH:6]1>>[c:1]1([S:7][CH2:8][CH:9]2[CH2:10][O:22]2)[cH:2][cH:3][cH:4][cH:5][cH:6]1. Reactants: C(C)(C)(C)OC(=O)NN (tert-butoxycarbonyl hydrazine), BrCCCCCC(=O)OCC (ethyl 6-bromohexanoate), C([O-])([O-])=O.[K+].[K+] (potassium carbonate), CN(P(=O)(N(C)C)N(C)C)C (hexamethylphosphoramide). Solvent: O (Water). Conditions: time 3.5 hour. Yields the product C(C)(C)(C)OC(=O)NNCCCCCC(=O)OCC (ethyl 6-(N'-tert-butoxycarbonylhydrazino)hexanoate). Isolated yield 35.2%. RXN SMILES: [C:1]([O:5][C:6]([NH:8][NH2:9])=[O:7])([CH3:4])([CH3:3])[CH3:2].Br[CH2:11][CH2:12][CH2:13][CH2:14][CH2:15][C:16]([O:18][CH2:19][CH3:20])=[O:17].C(=O)([O-])[O-].[K+].[K+].CN(C)P(N(C)C)(N(C)C)=O>O>[C:1]([O:5][C:6]([NH:8][NH:9][CH2:11][CH2:12][CH2:13][CH2:14][CH2:15][C:16]([O:18][CH2:19][CH3:20])=[O:17])=[O:7])([CH3:4])([CH3:3])[CH3:2] |f:2.3.4|. Reported procedure: A mixture of 25 g of tert-butoxycarbonyl hydrazine, 37 g of ethyl 6-bromohexanoate, 26 g of potassium carbonate and 40 ml of hexamethylphosphoramide (HMPA) was stirred at room temperature for 3.5 hours. Water was added to the mixture, and the resulting mixture was extracted with ethyl acetate. The organic layer was washed and dried, and the solvent was removed under reduced pressure. The residue was purified by silica gel column chromatography (solvent; chloroform:ethyl acetate=3:1) to give 16 g...